Dataset: the Open Reaction Database (ORD), a public repository of structured organic reaction records. Task: describe an organic reaction: reactants, conditions, products, and yield The reactants are C(C)NN (Ethylhydrazine), C(CC(=O)C)(=O)OCC (Ethyl acetoacetate). Solvent: CCO (EtOH). Conditions: temperature 80 celsius. Yields the product C(C)N1N=C(CC1=O)C (2-ethyl-5-methyl-2,4-dihydro-3H-pyrazol-3-one). The yield is 38.3%. As a reaction SMILES: [CH2:1]([NH:3][NH2:4])[CH3:2].[C:5](OCC)(=[O:10])[CH2:6][C:7]([CH3:9])=O>CCO>[CH2:1]([N:3]1[C:5](=[O:10])[CH2:6][C:7]([CH3:9])=[N:4]1)[CH3:2]. Procedure details: 3.05 g of Ethylhydrazine and 6.54 g of Ethyl acetoacetate was dissolved in 10 mL of EtOH and the mixture was heated at 80° C. overnight. The mixture was cooled and partitioned between CHCl3 and water. The organic layer was drier over Na2SO4, concentrated to give 2.43 g of crude 2-ethyl-5-methyl-2,4-dihydro-3H-pyrazol-3-one. 2.35 g of the material was diluted with 4 mL of DMF and 6.2 mL of POCl3 was added dropwise thereto. The mixture was heated at 80° C. overnight, then cooled to room temperatur... Yields the product CCCc1nc2c(C)cccn2c1C(=O)O. Reactants: CCCc1nc2c(C)cccn2c1C(=O)OCC, CCO, [Na+], [OH-]. As a reaction SMILES: [CH2:1]([CH2:2][CH3:3])[c:4]1[n:5][c:6]2[n:7]([cH:8][cH:9][cH:10][c:11]2[CH3:12])[c:13]1[C:14](=[O:15])[O:16][CH2:17][CH3:18].[CH3:21][CH2:22][OH:23].[Na+:20].[OH-:19]>>[CH2:1]([CH2:2][CH3:3])[c:4]1[n:5][c:6]2[n:7]([cH:8][cH:9][cH:10][c:11]2[CH3:12])[c:13]1[C:14](=[O:15])[OH:16].